describe an organic reaction: reactants, conditions, products, and yield From a dataset of the Open Reaction Database (ORD), a public repository of structured organic reaction records. The reactants are ClC1=C(C=CC=C1)O (o-chlorophenol), ClCC(=O)OCC (ethyl chloroacetate), C([O-])([O-])=O.[K+].[K+] (potassium carbonate). Solvent: CC(=O)C (acetone). Reaction SMILES: [Cl:1][C:2]1[CH:7]=[CH:6][CH:5]=[CH:4][C:3]=1[OH:8].Cl[CH2:10][C:11]([O:13][CH2:14][CH3:15])=[O:12].C(=O)([O-])[O-].[K+].[K+]>CC(C)=O>[Cl:1][C:2]1[CH:7]=[CH:6][CH:5]=[CH:4][C:3]=1[O:8][CH2:10][C:11]([O:13][CH2:14][CH3:15])=[O:12] |f:2.3.4|. Procedure: A mixture of 51.4 g of o-chlorophenol, 58.8 g of ethyl chloroacetate, 55.3 g of potassium carbonate and 250 ml of acetone was heated under reflux for 7 hours. The mixture was then cooled to room temperature and an insoluble material was filtered off. The filtrate was concentrated in vacuo and the resulting residue was purified by silica gel column chromatography to give 69.0 g of the title compound as an oil, boiling at 134°-137° C./2 mm Hg (267 Pa). Yields the product ClC1=C(OCC(=O)OCC)C=CC=C1 (Ethyl 2-chlorophenoxyacetate). Isolated yield 80.4%. The product is OC1=C(C=CC(=C1)O)C(C=CC1=C(C(=C(C(=C1)C)C(=O)O)C)OC)=O (1-[2,4-dihydroxyphenyl]-3-[4-carboxydimethylmethyloxyphenyl]prop-2-en-1-one). Reported procedure: This compound was synthesized from 2′,4′-dihydroxyacetophenone and 4-ethoxycarbonyldimethylmethyloxybenzaldehyde (starting material 4) according to general method 2 described earlier. The reactants are OC1=C(C=CC(=C1)O)C(C)=O (2′,4′-dihydroxyacetophenone), C(C)OC(=O)C1=C(C(=C(C=O)C=C1C)OC)C (4-ethyloxycarbonyidimethylmethyloxybenzaldehyde), C(C)OC(=O)C1=C(C(=C(C=O)C=C1C)OC)C (4-ethyloxycarbonyidimethylmethyloxybenzaldehyde). Reaction SMILES: [OH:1][C:2]1[CH:7]=[C:6]([OH:8])[CH:5]=[CH:4][C:3]=1[C:9](=[O:11])[CH3:10].C([O:14][C:15]([C:17]1[C:24]([CH3:25])=[CH:23][C:20]([CH:21]=O)=[C:19]([O:26][CH3:27])[C:18]=1[CH3:28])=[O:16])C>>[OH:1][C:2]1[CH:7]=[C:6]([OH:8])[CH:5]=[CH:4][C:3]=1[C:9](=[O:11])[CH:10]=[CH:21][C:20]1[CH:23]=[C:24]([CH3:25])[C:17]([C:15]([OH:16])=[O:14])=[C:18]([CH3:28])[C:19]=1[O:26][CH3:27]. Reactants: N[C@@H](C)C1=NC2=C(N1[C@@H]1CN(CCC1)CCO)C=C(C=C2)F (2-{(S)-3-[2-((S)-1-aminoethyl)-6-fluorobenzoimidazol-1-yl]piperidin-1-yl}ethanol), NC1=NC=NC(=C1C#N)Cl (4-amino-6-chloropyrimidine-5-carbonitrile), CCN(C(C)C)C(C)C (DIPEA). Run in CC(C)O (IPA). Run at temperature 90 celsius, time 3 hour. The product is NC1=NC=NC(=C1C#N)N[C@@H](C)C1=NC2=C(N1[C@@H]1CN(CCC1)CCO)C=C(C=C2)F (4-Amino-6-((S)-1-{6-fluoro-1-[(S)-1-(2-hydroxy-ethyl)-piperidin-3-yl]-1H-benzoimidazol-2-yl}-ethylamino)-pyrimidine-5-carbonitrile). Isolated yield 33.4%. As a reaction SMILES: [NH2:1][C@H:2]([C:4]1[N:8]([C@H:9]2[CH2:14][CH2:13][CH2:12][N:11]([CH2:15][CH2:16][OH:17])[CH2:10]2)[C:7]2[CH:18]=[C:19]([F:22])[CH:20]=[CH:21][C:6]=2[N:5]=1)[CH3:3].[NH2:23][C:24]1[C:29]([C:30]#[N:31])=[C:28](Cl)[N:27]=[CH:26][N:25]=1.CCN(C(C)C)C(C)C>CC(O)C>[NH2:23][C:24]1[C:29]([C:30]#[N:31])=[C:28]([NH:1][C@H:2]([C:4]2[N:8]([C@H:9]3[CH2:14][CH2:13][CH2:12][N:11]([CH2:15][CH2:16][OH:17])[CH2:10]3)[C:7]3[CH:18]=[C:19]([F:22])[CH:20]=[CH:21][C:6]=3[N:5]=2)[CH3:3])[N:27]=[CH:26][N:25]=1. Procedure details: A mixture of 2-{(S)-3-[2-((S)-1-aminoethyl)-6-fluorobenzoimidazol-1-yl]piperidin-1-yl}ethanol (35.6 mg, 0.12 mmol), 4-amino-6-chloropyrimidine-5-carbonitrile (18 mg, 0.12 mmol), and DIPEA (40 μL, 0.23 mmol) in IPA (1 mL) was stirred at 90° C. for 3 h. After cooling to RT, volatiles were removed under reduced pressure and the resulting residue purified by column chromatography (Si—PCC, gradient 2-10% 2M NH3/MeOH in DCM) affording 285 as a colourless solid (17 mg, 35%). LCMS (Method K): RT 2.24 mi... Reactants: Cl.NO (hydroxylamine hydrochloride), C(C)(=O)[O-].[Na+] (sodium acetate), C(C)N1C(C=2N(C3=CC=CC=C13)C=C(C2)C=O)=O (4,5-dihydro-5-ethyl-4-oxopyrrolo-[1,2-a]-quinoxaline-2-carboxaldehyde), O (water). The solvent is C(C)O (ethanol). The product is C(C)N1C(C=2N(C3=CC=CC=C13)C=C(C2)C=NO)=O (4,5-dihydro-5-ethyl-4-oxopyrrolo-[1,2-a]-quinoxaline-2-carboxaldehyde oxime). Yield: 80.6%. As a reaction SMILES: Cl.[NH2:2][OH:3].C([O-])(=O)C.[Na+].[CH2:9]([N:11]1[C:20]2[C:15](=[CH:16][CH:17]=[CH:18][CH:19]=2)[N:14]2[CH:21]=[C:22]([CH:24]=O)[CH:23]=[C:13]2[C:12]1=[O:26])[CH3:10].O>C(O)C>[CH2:9]([N:11]1[C:20]2[C:15](=[CH:16][CH:17]=[CH:18][CH:19]=2)[N:14]2[CH:21]=[C:22]([CH:24]=[N:2][OH:3])[CH:23]=[C:13]2[C:12]1=[O:26])[CH3:10] |f:0.1,2.3|. Procedure: A mixture of 1.5 g (21.6 mmole) of hydroxylamine hydrochloride, 2 g (24.4 mmole) of sodium acetate, 3.4 g (14.1 mmole) of the product of Example 25, 20 ml of water and 40 ml of ethanol was warmed on a water bath for one hour and the mixture was evaporated to a volume of 20 ml. The mixture was filtered and the recovered product was rinsed with water and dried over P2O5 under vacuum to obtain 2.9 g of 4,5-dihydro-5-ethyl-4-oxopyrrolo-[1,2-a]-quinoxaline-2-carboxaldehyde oxime in the form of colorl... The reactants are OC(C)(C)CCC[C@@H](C)[C@H]1CC[C@H]2[C@@H]3CC=C4C[C@@H](O)CC[C@]4(C)[C@H]3CC[C@]12C (25-hydroxycholesterol), ice water, C(C1=CC=CC=C1)(=O)Cl (benzoyl chloride), C(C1=CC=CC=C1)(=O)Cl (benzoyl chloride). Run in N1=CC=CC=C1 (pyridine). Reaction conditions: time 1 hour. Product: C(C1=CC=CC=C1)(=O)O[C@@H]1CC2=CC[C@H]3[C@@H]4CC[C@H]([C@@H](CCCC(C)(C)OC(C5=CC=CC=C5)=O)C)[C@]4(CC[C@@H]3[C@]2(CC1)C)C (3β,25-Dibenzoyloxycholest-5-ene). RXN SMILES: [OH:1][C:2]([CH2:5][CH2:6][CH2:7][C@H:8]([C@@H:10]1[C@:28]2([CH3:29])[C@H:13]([C@H:14]3[C@H:25]([CH2:26][CH2:27]2)[C@:23]2([CH3:24])[C:17]([CH2:18][C@H:19]([CH2:21][CH2:22]2)[OH:20])=[CH:16][CH2:15]3)[CH2:12][CH2:11]1)[CH3:9])([CH3:4])[CH3:3].[C:30](Cl)(=[O:37])[C:31]1[CH:36]=[CH:35][CH:34]=[CH:33][CH:32]=1>N1C=CC=CC=1>[C:30]([O:20][C@H:19]1[CH2:21][CH2:22][C@@:23]2([CH3:24])[C:17](=[CH:16][CH2:15][C@@H:14]3[C@@H:25]2[CH2:26][CH2:27][C@@:28]2([CH3:29])[C@H:13]3[CH2:12][CH2:11][C@@H:10]2[C@H:8]([CH3:9])[CH2:7][CH2:6][CH2:5][C:2]([O:1][C:30](=[O:37])[C:31]2[CH:36]=[CH:35][CH:34]=[CH:33][CH:32]=2)([CH3:3])[CH3:4])[CH2:18]1)(=[O:37])[C:31]1[CH:36]=[CH:35][CH:34]=[CH:33][CH:32]=1. Reported procedure: Heat 2.9 gm. (7.2 mmole) of 25-hydroxycholesterol with 2.1 ml. (18 mmole) of benzoyl chloride in 30 ml. of pyridine at 70°-80° C. for 4 hours. Add an additional 1.4 ml. (12 mmole) of benzoyl chloride and continue heating at 75°-80° C. for 1 hour. Pour the reaction mixture into ice-water mixture (b 1:1, 500 gm.) Stir for 1 hour, separate the precipitate and wash with ice-water. Recrystalize from acetone. Dissolve the crude product (3.8 gm.) in methylene chloride-hexane (3:2, 40 ml.) and pass the ... Reactants: C(OCC)(OCC(C)=C)=O (ethyl methallyl carbonate), C1(CCCCC1)=O (cyclohexanone), C1(=CC=CC=C1)P(C1=CC=CC=C1)C1=CC=CC=C1 (triphenylphosphine), C(C)C1=CC=CC=C1 (ethylbenzene), C1(CCCCC1)=O (cyclohexanone). The reagents and catalysts are [Pd] (palladium on carbon). The solvent is O1CCCC1 (tetrahyrofuran). The product is C(C(C)=C)C1C(CCCC1)=O (2-methallylcyclohexanone). Reaction SMILES: C(=O)(O[CH2:6][C:7](=[CH2:9])[CH3:8])OCC.[C:11]1(=[O:17])[CH2:16][CH2:15][CH2:14][CH2:13][CH2:12]1.C1(P(C2C=CC=CC=2)C2C=CC=CC=2)C=CC=CC=1.C(C1C=CC=CC=1)C>[Pd].O1CCCC1>[CH2:8]([CH:12]1[CH2:13][CH2:14][CH2:15][CH2:16][C:11]1=[O:17])[C:7](=[CH2:6])[CH3:9]. Reported procedure: A mixture containing ethyl methallyl carbonate (1.44 g, 0.010 mole), cyclohexanone (0.98 g, 0.010 mole), 5 percent palladium on carbon (1.0 g), triphenylphosphine (0.20 g, 0.76 mmole), and tetrahyrofuran (15 ml) was refluxed under N2 for 22 hours. Gas chromatographic quantification by means of an internal standard (ethylbenzene) showed 41.6 percent of the cyclohexanone has been consumed and that the desired product, 2-methallylcyclohexanone was formed in 49.2 yield based on unrecovered cyclohexa... Starting materials: NC1=CC=C2C(=N1)C(=CN2)C2CCN(CC2)C (5-amino-3-(1-methylpiperidin-4-yl)pyrrolo[3,2-b]pyridine), C(#N)C1=CC=C(C(=O)Cl)C=C1 (4-cyanobenzoyl chloride). Product: C(#N)C1=CC=C(C(=O)NC2=CC=C3C(=N2)C(=CN3)C3CCN(CC3)C)C=C1 (5-(N-[4-cyanobenzoyl]amino)-3-(1-methylpiperidin-4-yl)pyrrolo[3,2-b]pyridine). Yield: 44.0%. As a reaction SMILES: [NH2:1][C:2]1[N:7]=[C:6]2[C:8]([CH:11]3[CH2:16][CH2:15][N:14]([CH3:17])[CH2:13][CH2:12]3)=[CH:9][NH:10][C:5]2=[CH:4][CH:3]=1.[C:18]([C:20]1[CH:28]=[CH:27][C:23]([C:24](Cl)=[O:25])=[CH:22][CH:21]=1)#[N:19]>>[C:18]([C:20]1[CH:28]=[CH:27][C:23]([C:24]([NH:1][C:2]2[N:7]=[C:6]3[C:8]([CH:11]4[CH2:16][CH2:15][N:14]([CH3:17])[CH2:13][CH2:12]4)=[CH:9][NH:10][C:5]3=[CH:4][CH:3]=2)=[O:25])=[CH:22][CH:21]=1)#[N:19]. Procedure: Beginning with 0.100 gm (0.43 mMol) 5-amino-3-(1-methylpiperidin-4-yl)pyrrolo[3,2-b]pyridine and 0.093 gm (0.56 mMol) 4-cyanobenzoyl chloride, 0.068 gm (44%) of the title compound was recovered as a crystalline solid by the procedure described in Example 4.